From a dataset of the Open Reaction Database (ORD), a public repository of structured organic reaction records. describe an organic reaction: reactants, conditions, products, and yield Starting materials: CCOCCOc1cc(C)c(-c2cccc(CNc3ccc(CCC(=O)OCC)c(F)c3)c2)c(C)c1, CCO, [Na+], C1CCOC1, [OH-], O, O=C(O)CC(O)(CC(=O)O)C(=O)O. Product: CCOCCOc1cc(C)c(-c2cccc(CNc3ccc(CCC(=O)O)c(F)c3)c2)c(C)c1. Reaction SMILES: [CH2:1]([CH3:2])[O:3][CH2:4][CH2:5][O:6][c:7]1[cH:8][c:9]([CH3:36])[c:10](-[c:14]2[cH:15][c:16]([CH2:20][NH:21][c:22]3[cH:23][c:24]([F:35])[c:25]([CH2:28][CH2:29][C:30](=[O:31])[O:32][CH2:33][CH3:34])[cH:26][cH:27]3)[cH:17][cH:18][cH:19]2)[c:11]([CH3:13])[cH:12]1.[CH3:53][CH2:54][OH:55].[Na+:38].[O:56]1[CH2:57][CH2:58][CH2:59][CH2:60]1.[OH-:37].[OH2:39].[OH:40][C:41]([CH2:42][C:43]([C:44](=[O:45])[OH:46])([CH2:47][C:48](=[O:49])[OH:50])[OH:51])=[O:52]>>[CH2:1]([CH3:2])[O:3][CH2:4][CH2:5][O:6][c:7]1[cH:8][c:9]([CH3:36])[c:10](-[c:14]2[cH:15][c:16]([CH2:20][NH:21][c:22]3[cH:23][c:24]([F:35])[c:25]([CH2:28][CH2:29][C:30](=[O:31])[OH:32])[cH:26][cH:27]3)[cH:17][cH:18][cH:19]2)[c:11]([CH3:13])[cH:12]1. Reactants: C(C)N=C=NCCCN(C)C (1-ethyl-3-(3-dimethylaminopropyl)carbodiimide), C(=O)(O)/C=C/C1=NOC(=N1)C1=CC=C(C=C1)C#N (3-{(E)-2-carboxyvinyl}-5-(4-cyanophenyl)-1,2,4-oxadiazole), C(C1=CC=CC=C1)N1CCC(CC1)CCN (2-(1-benzylpiperidin-4-yl)ethylamine), O.ON1N=NC2=C1C=CC=C2 (1-hydroxybenzotriazole hydrate). Solvent: CN(C=O)C (N,N-dimethylformamide), O (water). Conditions: time 1 hour. Yields the product C(\C=C\C(=O)O)(=O)O.C(C1=CC=CC=C1)N1CCC(CC1)CCNC(=O)/C=C/C1=NOC(=N1)C1=CC=C(C=C1)C#N (3-[(E)-2-[{2-(1-benzylpiperidin-4-yl)ethyl}carbamoyl]vinyl]-5-(4-cyanophenyl)-1,2,4-oxadiazole fumarate). Yield: 110.7%. Reaction SMILES: [C:1](/[CH:4]=[CH:5]/[C:6]1[N:10]=[C:9]([C:11]2[CH:16]=[CH:15][C:14]([C:17]#[N:18])=[CH:13][CH:12]=2)[O:8][N:7]=1)([OH:3])=[O:2].[CH2:19]([N:26]1[CH2:31][CH2:30][CH:29]([CH2:32][CH2:33][NH2:34])[CH2:28][CH2:27]1)[C:20]1[CH:25]=[CH:24][CH:23]=[CH:22][CH:21]=1.[OH2:35].[OH:36]N1C2C=CC=CC=2N=N1.C(N=C=NCCCN(C)C)C>CN(C)C=O.O>[C:1]([OH:3])(=[O:2])/[CH:4]=[CH:5]/[C:6]([OH:36])=[O:35].[CH2:19]([N:26]1[CH2:31][CH2:30][CH:29]([CH2:32][CH2:33][NH:34][C:1](/[CH:4]=[CH:5]/[C:6]2[N:10]=[C:9]([C:11]3[CH:16]=[CH:15][C:14]([C:17]#[N:18])=[CH:13][CH:12]=3)[O:8][N:7]=2)=[O:3])[CH2:28][CH2:27]1)[C:20]1[CH:25]=[CH:24][CH:23]=[CH:22][CH:21]=1 |f:2.3,7.8|. Procedure: To a mixture of 3-{(E)-2-carboxyvinyl}-5-(4-cyanophenyl)-1,2,4-oxadiazole (0.25 g), 2-(1-benzylpiperidin-4-yl)ethylamine (0.23 g) and 1-hydroxybenzotriazole hydrate (0.16 g) in N,N-dimethylformamide (5 ml) was added 1-ethyl-3-(3-dimethylaminopropyl)carbodiimide (0.20 ml) at 5° C. After stirring for 1 hour at ambient temperature, the mixture was poured into water and extracted with ethyl acetate. The extract was washed with water and brine, dried over magnesium sulfate and evaporated in vacuo. Th...